This data is from the Open Reaction Database (ORD), a public repository of structured organic reaction records. The task is: describe an organic reaction: reactants, conditions, products, and yield The reactants are CCOC(=O)C (EtOAc), ClC=1C=C(CN)C=C(C1N)Cl (3,5-Dichloro-4-aminobenzylamine), C(#N)C=1C=C2C(=CNC2=CC1)CC(=O)OC (methyl 2-(5-cyano-1H-indol-3-yl)acetate), [Li+].[OH-] (LiOH). The solvent is C1CCOC1 (THF), O (water). Conditions: time 3 hour. Yields the product C(#N)C=1C=C2C(=CNC2=CC1)CC(=O)O (2-(5-cyano-1H-indol-3-yl)acetic acid). Isolated yield 68.7%. RXN SMILES: ClC1C=C(C=C(Cl)C=1N)CN.[C:12]([C:14]1[CH:15]=[C:16]2[C:20](=[CH:21][CH:22]=1)[NH:19][CH:18]=[C:17]2[CH2:23][C:24]([O:26]C)=[O:25])#[N:13].[Li+].[OH-].CCOC(C)=O>C1COCC1.O>[C:12]([C:14]1[CH:15]=[C:16]2[C:20](=[CH:21][CH:22]=1)[NH:19][CH:18]=[C:17]2[CH2:23][C:24]([OH:26])=[O:25])#[N:13] |f:2.3|. Procedure details: Step H (3): To a solution of methyl 2-(5-cyano-1H-indol-3-yl)acetate (18 mg, 0.08 mmol) in THF (0.8 mL) was added a solution of LiOH (9.6 mg, 0.4 mmol) in water (0.3 mL). The mixture was stirred at rt for 3 h. 50 mL of EtOAc was added, and the resulting solution was washed with 0.1 N HCl and water. The organic layer was dried over Na2SO4, and the solvents was removed to give 11 mg of the title compound 2-(5-cyano-1H-indol-3-yl)acetic acid (yield, 68.7%). MS (ESI) (M−H)+=199.15. 1H NMR (500 MHz, ... The reactants are O=C1NC2(C(N1)=O)CCN(CC2)C(=O)OCC2=CC=CC=C2 (benzyl 2,4-dioxo-1,3,8-triaza-spiro[4.5]decan-8-carboxylate), C(C1=CC=CC=C1)OC(=O)N1C(CCCC1)=O (N-(benzyloxycarbonyl)piperidone), [H][H] (hydrogen), N1C(=O)NC(=O)C1 (hydantoin). Reagents/catalysts: [Pd] (Pd/C). Solvent: C(C)O (ethanol), C(C)(=O)O (acetic acid). Reaction conditions: temperature 60 celsius. Product: N1C(NC(C12CCNCC2)=O)=O (1,3,8-triaza-spiro[4.5]decan-2,4-dione). As a reaction SMILES: [O:1]=[C:2]1[NH:6][C:5](=[O:7])[C:4]2([CH2:12][CH2:11][N:10](C(OCC3C=CC=CC=3)=O)[CH2:9][CH2:8]2)[NH:3]1.C(OC(N1CCCCC1=O)=O)C1C=CC=CC=1.[H][H].N1CC(=O)NC1=O>C(O)C.[Pd].C(O)(=O)C>[NH:3]1[C:4]2([CH2:12][CH2:11][NH:10][CH2:9][CH2:8]2)[C:5](=[O:7])[NH:6][C:2]1=[O:1]. Reported procedure: To a solution of 14.6 g (48.1 mmol) benzyl 2,4-dioxo-1,3,8-triaza-spiro[4.5]decan-8-carboxylate (prepared from N-(benzyloxycarbonyl)piperidone by the method from J. Med. Chem. 1995, 38, 3772) in 250 ml dry ethanol were added 500 mg 10% Pd/C, and the mixture was filled into an autoclave. After stirring at 60° C. and 10 atm of hydrogen for 3 h no starting hydantoin could be detected by TLC. A precipitate had been formed which was redissolved by addition of 100 ml acetic acid. The catalyst was remo... The reactants are N1N=CC2=CC(=CC=C12)C(=O)OC (methyl 1H-indazole-5-carboxylate), [H-].[Na+] (NaH), IC (iodomethane). Run in CN(C)C=O (DMF). Run at time 2 hour. The product is CN1N=CC2=CC(=CC=C12)C(=O)OC (methyl 1-methyl-1H-indazole-5-carboxylate). Isolated yield 37.5%. Reaction SMILES: [H-].[Na+].[NH:3]1[C:11]2[C:6](=[CH:7][C:8]([C:12]([O:14][CH3:15])=[O:13])=[CH:9][CH:10]=2)[CH:5]=[N:4]1.I[CH3:17]>CN(C=O)C>[CH3:17][N:3]1[C:11]2[C:6](=[CH:7][C:8]([C:12]([O:14][CH3:15])=[O:13])=[CH:9][CH:10]=2)[CH:5]=[N:4]1 |f:0.1|. Reported procedure: To a stirred suspension of 60% NaH oil dispersion (87 mg, 2.2 mmol) in DMF (4 mL) was added methyl 1H-indazole-5-carboxylate (264 mg, 1.50 mmol). The mixture was stirred at room temperature for 1 hour before the dropwise addition of iodomethane (0.11 mL, 1.8 mmol). The mixture was stirred at room temperature for 2 hours, concentrated and the residue was purified by Biotage chromatography (40S column, 15% acetone/heptane) to afford methyl 1-methyl-1H-indazole-5-carboxylate (107 mg, 38%). Reactants: BrC1=NSC2=NC3=C(N21)C=CC=C3 (3-bromo-1,2,4-thiadiazolo[4,5-a]benzimidazole), NC1=NC=CC=C1 (2-aminopyridine). Run in ClCCl (dichloromethane), ClCCl (dichloromethane). Run at time 48 hour. The product is N1=C(C=CC=C1)NC1=NSC2=NC3=C(N21)C=CC=C3 (3-[2-pyridylamino]-1,2,4-thiadiazolo[4,5-a]benzimidazole). The yield is 83.1%. RXN SMILES: Br[C:2]1[N:9]2[C:5](=[N:6][C:7]3[CH:13]=[CH:12][CH:11]=[CH:10][C:8]=32)[S:4][N:3]=1.[NH2:14][C:15]1[CH:20]=[CH:19][CH:18]=[CH:17][N:16]=1>ClCCl>[N:16]1[CH:17]=[CH:18][CH:19]=[CH:20][C:15]=1[NH:14][C:2]1[N:9]2[C:5](=[N:6][C:7]3[CH:13]=[CH:12][CH:11]=[CH:10][C:8]=32)[S:4][N:3]=1. Reported procedure: To a cooled solution of 3-bromo-1,2,4-thiadiazolo[4,5-a]benzimidazole (0.30 g, 1.17 mmol) in 15 mL of dichloromethane, 2-aminopyridine (0.276 g, 2.93 mmol) was added dropwise and the mixture was allowed to stir for 48 h. The reaction mixture wad diluted with 100 mL of dichloromethane and washed with water (2×30 mL) and then brine (1×25 mL). The organic layer was dried over magnesium sulfate and evaporated to give a yellow solid (0.26 g, 83%) 1H-NMR (CDCl3)δ 6.59 (apparent 5, 1H, pyr-H), 7.12 (ap...